Dataset: the Open Reaction Database (ORD), a public repository of structured organic reaction records. Task: describe an organic reaction: reactants, conditions, products, and yield Reactants: BrCC(=O)C=1SC=CC1 (2-(bromoacetyl)thiophene), Cl (hydrochloric acid), C(C=1C(S)=CC=CC1)(=O)OC (Methyl thiosalicylate), C[O-].[Na+] (sodium methoxide). Solvent: CO (methanol), CO (methanol). Reaction conditions: time 15 minute. Yields the product C1(=CC=CS1)C(=O)C1=C(C2=C(S1)C=CC=C2)O (2-thenoylbenzo[b]thiophene-3-ol). Reaction SMILES: [C:1]([O:10]C)(=O)[C:2]1[C:3](=[CH:5][CH:6]=[CH:7][CH:8]=1)[SH:4].C[O-].[Na+].Br[CH2:16][C:17]([C:19]1[S:20][CH:21]=[CH:22][CH:23]=1)=[O:18].Cl>CO>[C:19]1([C:17]([C:16]2[S:4][C:3]3[CH:5]=[CH:6][CH:7]=[CH:8][C:2]=3[C:1]=2[OH:10])=[O:18])[S:20][CH:21]=[CH:22][CH:23]=1 |f:1.2|. Reported procedure: Methyl thiosalicylate (2.0 g) was added dropwise to a stirred solution of sodium methoxide (1.28 g) in methanol (50 ml) at ambient temperature. The mixture was stirred at ambient temperature for 15 minutes and then a solution of 2-(bromoacetyl)thiophene (2.26 g) in methanol (50 ml) was added dropwise. After the addition was complete the mixture was boiled under reflux for 3 hours, then cooled, and 10% aqueous hydrochloric acid (100 ml) was added. A solid was collected by filtration, dried and th... The reactants are C12C(CCCC1)O2 (cyclohexene oxide), [NH4+].[OH-] (NH4OH), Grignard reagent. Reagents/catalysts: [Cu]I (CuI). Run in C1CCOC1 (THF). Run at temperature 0 celsius, time 10 minute. Yields the product O1C(CCCC1)CC1C(CCCC1)O (2-[(tetrahydro-2H-pyran-2-yl)methyl]cyclohexanol). Reaction SMILES: [CH:1]12[O:7][CH:2]1[CH2:3][CH2:4][CH2:5][CH2:6]2.[NH4+].[OH-:9]>[Cu]I.C1COCC1>[O:9]1[CH2:4][CH2:3][CH2:2][CH2:1][CH:6]1[CH2:5][CH:2]1[CH2:3][CH2:4][CH2:5][CH2:6][CH:1]1[OH:7] |f:1.2|. Procedure: To a stirring THF solution of the Grignard reagent (formed from 2-(bromomethyl)tetrahydro-2H-pyran, 16a and powdered magnesium, 20 milligram-atoms) and cooled to -30° C., CuI is added as a bolus. After approx. 10 min., a solution of cyclohexene oxide (10 mmol) is added slowly, maintaining the reaction temperature below -25° C. until the addition is complete. The mixture is then stirred at 0° C. for 2 hours and checked by TLC and/or GC. The reaction is quenched by pouring into concentrated NH4Cl ... The reactants are ClCCl, COC(=O)c1ccccc1-c1ccc(CO)cc1, O=S(Cl)Cl, c1ccncc1. Product: COC(=O)c1ccccc1-c1ccc(CCl)cc1. RXN SMILES: [CH2:29]([Cl:30])[Cl:31].[OH:1][CH2:2][c:3]1[cH:4][cH:5][c:6](-[c:9]2[c:10]([C:11](=[O:12])[O:13][CH3:14])[cH:15][cH:16][cH:17][cH:18]2)[cH:7][cH:8]1.[S:19]([Cl:20])([Cl:21])=[O:22].[cH:23]1[cH:24][cH:25][n:26][cH:27][cH:28]1>>[CH2:2]([c:3]1[cH:4][cH:5][c:6](-[c:9]2[c:10]([C:11](=[O:12])[O:13][CH3:14])[cH:15][cH:16][cH:17][cH:18]2)[cH:7][cH:8]1)[Cl:21]. Starting materials: CC(=O)OC(C)=O, O=CO, Nc1ccc([N+](=O)[O-])cc1. As a reaction SMILES: [CH3:1][C:2]([O:3][C:5]([CH3:4])=[O:7])=[O:6].[CH:18]([OH:19])=[O:20].[N+:8](=[O:9])([O-:10])[c:11]1[cH:12][cH:13][c:14]([NH2:15])[cH:16][cH:17]1>>[CH:5](=[O:7])[NH:15][c:14]1[cH:13][cH:12][c:11]([N+:8](=[O:9])[O-:10])[cH:17][cH:16]1. Yields the product O=CNc1ccc([N+](=O)[O-])cc1. The reactants are C1CCOC1, O=C1NC(=O)c2ccccc21, CCOC(=O)N=NC(=O)OCC, CC(C)(C)OC(=O)NCC(O)Cc1ccccc1, c1ccc(P(c2ccccc2)c2ccccc2)cc1. Product: CC(C)(C)OC(=O)NCC(Cc1ccccc1)N1C(=O)c2ccccc2C1=O. Reaction SMILES: [CH2:61]1[O:62][CH2:63][CH2:64][CH2:65]1.[O:38]=[C:39]1[NH:40][C:41](=[O:42])[c:43]2[cH:44][cH:45][cH:46][cH:47][c:48]21.[O:49]=[C:50]([O:51][CH2:52][CH3:53])[N:54]=[N:55][C:56]([O:57][CH2:58][CH3:59])=[O:60].[OH:1][CH:2]([CH2:3][NH:4][C:5]([O:6][C:7]([CH3:8])([CH3:9])[CH3:10])=[O:11])[CH2:12][c:13]1[cH:14][cH:15][cH:16][cH:17][cH:18]1.[c:19]1([P:20]([c:21]2[cH:22][cH:23][cH:24][cH:25][cH:26]2)[c:27]2[cH:28][cH:29][cH:30][cH:31][cH:32]2)[cH:33][cH:34][cH:35][cH:36][cH:37]1>>[CH:2]([CH2:3][NH:4][C:5]([O:6][C:7]([CH3:8])([CH3:9])[CH3:10])=[O:11])([CH2:12][c:13]1[cH:14][cH:15][cH:16][cH:17][cH:18]1)[N:40]1[C:39](=[O:38])[c:48]2[c:43]([cH:44][cH:45][cH:46][cH:47]2)[C:41]1=[O:42]. The reactants are COC(=O)C(O)=CC(=O)N(C)Cc1ccc(F)cc1, CN1CC(C(=O)N(C)Cc2ccc(F)cc2)=C(O)C1=O, NCCc1cccs1. The product is CN(Cc1ccc(F)cc1)C(=O)C1=C(O)C(=O)N(CCc2cccs2)C1. Reaction SMILES: [CH3:1][O:2][C:3](=[O:4])[C:5]([OH:6])=[CH:7][C:8](=[O:9])[N:10]([CH2:11][c:12]1[cH:13][cH:14][c:15]([F:16])[cH:17][cH:18]1)[CH3:19].[F:28][c:29]1[cH:30][cH:31][c:32]([CH2:33][N:34]([C:35](=[O:36])[C:37]2=[C:41]([OH:42])[C:40](=[O:43])[N:39]([CH3:44])[CH2:38]2)[CH3:45])[cH:46][cH:47]1.[s:20]1[c:21]([CH2:25][CH2:26][NH2:27])[cH:22][cH:23][cH:24]1>>[s:20]1[c:21]([CH2:25][CH2:26][N:27]2[CH2:38][C:37]([C:35]([N:34]([CH2:33][c:32]3[cH:31][cH:30][c:29]([F:28])[cH:47][cH:46]3)[CH3:45])=[O:36])=[C:41]([OH:42])[C:40]2=[O:43])[cH:22][cH:23][cH:24]1. Starting materials: ClC1=C(C(=NC=2N1N=C(C2C#N)C)C)CCCl (7-chloro-6-(2-chloroethyl)-3-cyano-2,5-dimethylpyrazolo[1,5-a]pyrimidine), C([O-])([O-])=O.[K+].[K+] (potassium carbonate), C(C)(C)(C)N (tert-butylamine). Run in CN(C=O)C (dimethylformamide). Product: C(C)(C)(C)N1CCC=2C(=NC=3N(C21)N=C(C3)C3=CC=CC=C3)C (8-tert-butyl-6,7-dihydro-5-methyl-2-phenyl-8H-pyrrolo[3,2-e]pyrazolo[1,5-a]pyrimidine), Compound 11. The yield is 70.1%. As a reaction SMILES: Cl[C:2]1[N:7]2[N:8]=[C:9]([CH3:13])[C:10](C#N)=[C:6]2[N:5]=[C:4]([CH3:14])[C:3]=1[CH2:15][CH2:16]Cl.C(=O)([O-])[O-].[K+].[K+].[C:24]([NH2:28])([CH3:27])([CH3:26])[CH3:25]>CN(C)C=O>[C:24]([N:28]1[C:2]2[N:7]3[N:8]=[C:9]([C:13]4[CH:16]=[CH:15][CH:3]=[CH:4][CH:14]=4)[CH:10]=[C:6]3[N:5]=[C:4]([CH3:14])[C:3]=2[CH2:15][CH2:16]1)([CH3:27])([CH3:26])[CH3:25] |f:1.2.3|. Reported procedure: A mixture of 16.11 g of Compound (VI) [R2 =H, R3 =H], 38 g of anhydrous potassium carbonate, 5.85 g of tert-butylamine, and 140 ml of dimethylformamide was heated at 50°-60° C. in a water bath for 2 days while stirring. The reaction mixture was cooled and filtered. The filtrate was evaporated under reduced pressure. The residue was dissolved in 150 ml of chloroform. The chloroform layer was washed with water and evaporated under reduced pressure to obtain 15.72 g of an oily substance. The oily s...